From a dataset of the Open Reaction Database (ORD), a public repository of structured organic reaction records. describe an organic reaction: reactants, conditions, products, and yield Reactants: O=C([O-])[O-], Cc1nc2cc(C(=O)O)ccn2c1-c1cc(O)c(C(=O)OC(C)(C)C)s1, CN(C)C=O, FC(F)(F)c1ccccc1CBr, [K+], [K+], O. Product: Cc1nc2cc(C(=O)O)ccn2c1-c1cc(OCc2ccccc2C(F)(F)F)c(C(=O)OC(C)(C)C)s1. Reaction SMILES: [C:39](=[O:40])([O-:41])[O-:42].[CH3:1][c:2]1[n:3][c:4]2[n:5]([cH:6][cH:7][c:8]([C:10](=[O:11])[OH:12])[cH:9]2)[c:13]1-[c:14]1[s:15][c:16]([C:20](=[O:21])[O:22][C:23]([CH3:24])([CH3:25])[CH3:26])[c:17]([OH:19])[cH:18]1.[CH3:46][N:47]([CH3:48])[CH:49]=[O:50].[F:27][C:28]([c:29]1[c:30]([CH2:31][Br:32])[cH:33][cH:34][cH:35][cH:36]1)([F:37])[F:38].[K+:43].[K+:44].[OH2:45]>>[CH3:1][c:2]1[n:3][c:4]2[n:5]([cH:6][cH:7][c:8]([C:10](=[O:11])[OH:12])[cH:9]2)[c:13]1-[c:14]1[s:15][c:16]([C:20](=[O:21])[O:22][C:23]([CH3:24])([CH3:25])[CH3:26])[c:17]([O:19][CH2:31][c:30]2[c:29]([C:28]([F:27])([F:37])[F:38])[cH:36][cH:35][cH:34][cH:33]2)[cH:18]1. Starting materials: 5-L, C1=CC=CC=C1 (benzene), CC(=C)CCCC(C=C)C (2,6-dimethyl-1,7-octadiene), Rh(CO)2, P(OC1=C(C=CC=C1C(C)(C)C)C(C)(C)C)(OC1=C(C=CC=C1C(C)(C)C)C(C)(C)C)OC1=C(C=CC=C1C(C)(C)C)C(C)(C)C (tris(2,6-di-t-butylphenyl) phosphite), C(C)(=O)O.O (acetic acid water). Conditions: time 5 hour. Yields the product CC(CC=O)CCCC(CCC=O)C (3,7-dimethyldecanedial). Yield: 41.0%. RXN SMILES: P(OC1C(C(C)(C)C)=CC=CC=1C(C)(C)C)(OC1C(C(C)(C)C)=CC=CC=1C(C)(C)C)[O:2][C:3]1C(C(C)(C)C)=CC=CC=1C(C)(C)C.C1C=CC=CC=1.[CH3:53][C:54]([CH2:56][CH2:57][CH2:58][CH:59]([CH3:62])[CH:60]=[CH2:61])=[CH2:55].[C:63](O)(=[O:65])C.O>>[CH3:55][CH:54]([CH2:56][CH2:57][CH2:58][CH:59]([CH3:62])[CH2:60][CH2:61][CH:63]=[O:65])[CH2:53][CH:3]=[O:2] |f:3.4|. Reported procedure: A 5-L pressure reaction vessel was charged with a solution comprising 83.3 mg of Rh(CO)2 (CH3COCHCOCHS3), 20.87 g of tris(2,6-di-t-butylphenyl) phosphite and 500 mL of benzene, and the vessel was pressurized to 90 atm with a mixed gas of carbon monoxide/hydrogen (1/1). After the temperature had been elevated to 100° C., 2.05 kg of 2,6-dimethyl-1,7-octadiene was added over a period of 5 hours, during which the pressure was maintained at 90 atm. After completion of the feed, the reaction was conti...